From a dataset of the Open Reaction Database (ORD), a public repository of structured organic reaction records. describe an organic reaction: reactants, conditions, products, and yield The reactants are COc1ccc(F)cc1Br, O=C([O-])[O-], CC(=O)[O-], CC(=O)[O-], CCCc1cc(CCC)c(-c2ccccc2P(C2CCCCC2)C2CCCCC2)c(CCC)c1, CS(=O)(=O)c1ccc(N)c(Cl)c1, [Cs+], [Cs+], C1COCCO1, [Pd+2]. Product: COc1ccc(F)cc1Nc1ccc(S(C)(=O)=O)cc1Cl. RXN SMILES: [Br:1][c:2]1[c:3]([O:9][CH3:10])[cH:4][cH:5][c:6]([F:8])[cH:7]1.[C:23](=[O:24])([O-:25])[O-:26].[C:69]([O-:70])(=[O:71])[CH3:72].[C:74]([O-:75])(=[O:76])[CH3:77].[CH:29]1([P:30]([CH:31]2[CH2:32][CH2:33][CH2:34][CH2:35][CH2:36]2)[c:37]2[cH:38][cH:39][cH:40][cH:41][c:42]2-[c:43]2[c:44]([CH2:45][CH2:46][CH3:47])[cH:48][c:49]([CH2:50][CH2:51][CH3:52])[cH:53][c:54]2[CH2:55][CH2:56][CH3:57])[CH2:58][CH2:59][CH2:60][CH2:61][CH2:62]1.[Cl:11][c:12]1[c:13]([NH2:14])[cH:15][cH:16][c:17]([S:19](=[O:20])(=[O:21])[CH3:22])[cH:18]1.[Cs+:27].[Cs+:28].[O:63]1[CH2:64][CH2:65][O:66][CH2:67][CH2:68]1.[Pd+2:73]>>[c:2]1([NH:14][c:13]2[c:12]([Cl:11])[cH:18][c:17]([S:19](=[O:20])(=[O:21])[CH3:22])[cH:16][cH:15]2)[c:3]([O:9][CH3:10])[cH:4][cH:5][c:6]([F:8])[cH:7]1. The reactants are BrC=1C=CC2=C(C=CO2)C1 (5-bromo-1-benzofuran), [Li]CCCC (BuLi), B(OC(C)C)(OC(C)C)OC(C)C (triisopropyl borate). The solvent is O1CCCC1 (tetrahydrofuran). Run at temperature -30 celsius, time 30 minute. The product is O1C=CC2=C1C=CC(=C2)B(O)O ((1-benzofuran-5-yl)boronic acid). Yield: 60.8%. RXN SMILES: Br[C:2]1[CH:3]=[CH:4][C:5]2[O:9][CH:8]=[CH:7][C:6]=2[CH:10]=1.[Li]CCCC.[B:16](OC(C)C)([O:21]C(C)C)[O:17]C(C)C>O1CCCC1>[O:9]1[C:5]2[CH:4]=[CH:3][C:2]([B:16]([OH:21])[OH:17])=[CH:10][C:6]=2[CH:7]=[CH:8]1. Reported procedure: The solution of 5-bromo-1-benzofuran (1.0 g, 5.08 mmol) in dry tetrahydrofuran (50 mL) was kept below −60° C. under nitrogen, while BuLi (6.09 mmol, 2.5M solution in hexane) was added dropwise. It was warmed to −30° C. during 45 min and stirred at this temperature for another 30 min. The mixture was cooled again below −60° C. followed by dropwise addition of triisopropyl borate (1.44 g, 7.66 mmol). After warming to room temperature the mixture was quenched with hydrochloric acid (30 mL, 2N) and ... Starting materials: C1CCOC1, O=Cc1ccccc1, [Na+], [Na+], O=C([O-])[O-], COc1ccc(C(Cc2ccc(C(F)(F)F)cc2)c2c[nH]c(N)n2)cc1, O. The product is COc1ccc(C(Cc2ccc(C(F)(F)F)cc2)c2nc(N)[nH]c2C(O)c2ccccc2)cc1. As a reaction SMILES: [CH2:42]1[O:43][CH2:44][CH2:45][CH2:46]1.[CH:27](=[O:28])[c:29]1[cH:30][cH:31][cH:32][cH:33][cH:34]1.[Na+:35].[Na+:36].[O-:37][C:38](=[O:39])[O-:40].[O:1]([CH3:2])[c:3]1[cH:4][cH:5][c:6]([CH:9]([CH2:10][c:11]2[cH:12][cH:13][c:14]([C:17]([F:18])([F:19])[F:20])[cH:15][cH:16]2)[c:21]2[n:22][c:23]([NH2:26])[nH:24][cH:25]2)[cH:7][cH:8]1.[OH2:41]>>[O:1]([CH3:2])[c:3]1[cH:4][cH:5][c:6]([CH:9]([CH2:10][c:11]2[cH:12][cH:13][c:14]([C:17]([F:18])([F:19])[F:20])[cH:15][cH:16]2)[c:21]2[n:22][c:23]([NH2:26])[nH:24][c:25]2[CH:27]([OH:28])[c:29]2[cH:30][cH:31][cH:32][cH:33][cH:34]2)[cH:7][cH:8]1. Reactants: BrCc1nc2ccccc2s1, CC(=O)Nc1ccc(O)cc1, CN(C)C=O, CCOC(C)=O, [H-], [Na+]. The product is CC(=O)Nc1ccc(OCc2nc3ccccc3s2)cc1. Reaction SMILES: [Br:14][CH2:15][c:16]1[s:17][c:18]2[c:19]([n:20]1)[cH:21][cH:22][cH:23][cH:24]2.[C:3]([CH3:4])(=[O:5])[NH:6][c:7]1[cH:8][cH:9][c:10]([OH:13])[cH:11][cH:12]1.[CH3:25][N:26]([CH3:27])[CH:28]=[O:29].[CH3:30][CH2:31][O:32][C:33](=[O:34])[CH3:35].[H-:1].[Na+:2]>>[C:3]([CH3:4])(=[O:5])[NH:6][c:7]1[cH:8][cH:9][c:10]([O:13][CH2:15][c:16]2[s:17][c:18]3[c:19]([n:20]2)[cH:21][cH:22][cH:23][cH:24]3)[cH:11][cH:12]1. As a reaction SMILES: [C:1](#[N:2])[C:3]([CH3:4])([CH3:5])[c:6]1[cH:7][c:8]([C:9](=[O:10])[NH:11][c:12]2[cH:13][c:14]([O:18][c:19]3[cH:20][n:21][c:22]([N+:25]([O-:26])=[O:27])[cH:23][cH:24]3)[cH:15][cH:16][cH:17]2)[cH:28][cH:29][cH:30]1.[C:33].[CH3:31][OH:32].[Pd:34]>>[C:1](#[N:2])[C:3]([CH3:4])([CH3:5])[c:6]1[cH:7][c:8]([C:9](=[O:10])[NH:11][c:12]2[cH:13][c:14]([O:18][c:19]3[cH:20][n:21][c:22]([NH2:25])[cH:23][cH:24]3)[cH:15][cH:16][cH:17]2)[cH:28][cH:29][cH:30]1. Reactants: CC(C)(C#N)c1cccc(C(=O)Nc2cccc(Oc3ccc([N+](=O)[O-])nc3)c2)c1, C, CO, [Pd]. Product: CC(C)(C#N)c1cccc(C(=O)Nc2cccc(Oc3ccc(N)nc3)c2)c1. The reactants are CCCCCN=C=O, CO, CC#N, ClCCl, CN(C)CCN1C(=O)c2cccc3cc4cccc(N)c4c(c23)C1=O. Product: CCCCCNC(=O)Nc1cccc2cc3cccc4c3c(c12)C(=O)N(CCN(C)C)C4=O. RXN SMILES: [CH2:26]([CH2:27][CH2:28][CH2:29][CH3:30])[N:31]=[C:32]=[O:33].[CH3:37][OH:38].[CH3:39][C:40]#[N:41].[Cl:34][CH2:35][Cl:36].[NH2:1][c:2]1[cH:3][cH:4][cH:5][c:6]2[cH:7][c:8]3[c:9]4[c:10]([cH:23][cH:24][cH:25]3)[C:11](=[O:22])[N:12]([CH2:17][CH2:18][N:19]([CH3:20])[CH3:21])[C:13](=[O:16])[c:14]4[c:15]12>>[NH:1]([c:2]1[cH:3][cH:4][cH:5][c:6]2[cH:7][c:8]3[c:9]4[c:10]([cH:23][cH:24][cH:25]3)[C:11](=[O:22])[N:12]([CH2:17][CH2:18][N:19]([CH3:20])[CH3:21])[C:13](=[O:16])[c:14]4[c:15]12)[C:32]([NH:31][CH2:26][CH2:27][CH2:28][CH2:29][CH3:30])=[O:33]. Starting materials: FC1=CC=C(C=2N[C@@H](COC21)C)[N+](=O)[O-] ((R)-8-fluoro-3-methyl-5-nitro-3,4-dihydro-2H-benzo[1,4]oxazine). Reagents/catalysts: [Pd] (Pd/C). Run in CCOC(=O)C (EtOAc), IMS. Reaction conditions: time 16 hour. Product: FC1=CC=C(C=2N[C@@H](COC21)C)N ((R)-8-Fluoro-3-methyl-3,4-dihydro-2H-benzo[1,4]oxazin-5-ylamine). Isolated yield 103.4%. Reaction SMILES: [F:1][C:2]1[C:11]2[O:10][CH2:9][C@@H:8]([CH3:12])[NH:7][C:6]=2[C:5]([N+:13]([O-])=O)=[CH:4][CH:3]=1>CCOC(C)=O.[Pd]>[F:1][C:2]1[C:11]2[O:10][CH2:9][C@@H:8]([CH3:12])[NH:7][C:6]=2[C:5]([NH2:13])=[CH:4][CH:3]=1. Procedure: A suspension of (R)-8-fluoro-3-methyl-5-nitro-3,4-dihydro-2H-benzo[1,4]oxazine (183 mg, 0.86 mmol) and 10% Pd/C (37 mg) in EtOAc (12 mL) and IMS (1.2 mL) was stirred under a H2 balloon for 16 h. The reaction mixture was filtered through celite and the filtrate was concentrated in vacuo to give the title compound as a pale yellow oil (162 mg, quant.). 1H NMR (CDCl3, 300 MHz): δ 6.36 (1H, dd, J=10.6, 8.6 Hz), 6.14 (1H, dd, J=8.6, 4.6 Hz), 4.19 (1H, dd, J=10.4, 2.7 Hz), 3.65 (1H, dd, J=10.4, 8.0 Hz... Starting materials: CCOC(=O)C1(C2=CC(=O)N(C(C)c3ccccc3)C2)CCC1, CCO, [H][H], O=[Pt]. Product: CCOC(=O)C1(C2CC(=O)N(C(C)c3ccccc3)C2)CCC1. As a reaction SMILES: [CH2:1]([CH3:2])[O:3][C:4](=[O:5])[C:6]1([C:10]2=[CH:11][C:12](=[O:23])[N:13]([CH:15]([CH3:16])[c:17]3[cH:18][cH:19][cH:20][cH:21][cH:22]3)[CH2:14]2)[CH2:7][CH2:8][CH2:9]1.[CH3:26][CH2:27][OH:28].[H:24][H:25].[Pt:29]=[O:30]>>[CH2:1]([CH3:2])[O:3][C:4](=[O:5])[C:6]1([CH:10]2[CH2:11][C:12](=[O:23])[N:13]([CH:15]([CH3:16])[c:17]3[cH:18][cH:19][cH:20][cH:21][cH:22]3)[CH2:14]2)[CH2:7][CH2:8][CH2:9]1. The reactants are C[Zn+], [Cl-], CN1CCc2cc(OS(=O)(=O)C(F)(F)F)c(S(=O)(=O)c3ccc(F)cc3)cc2CC1, C1CCOC1, c1ccc(P(c2ccccc2)(c2ccccc2)[Pd](P(c2ccccc2)(c2ccccc2)c2ccccc2)(P(c2ccccc2)(c2ccccc2)c2ccccc2)P(c2ccccc2)(c2ccccc2)c2ccccc2)cc1. Yields the product Cc1cc2c(cc1S(=O)(=O)c1ccc(F)cc1)CCN(C)CC2. RXN SMILES: [CH3:32][Zn+:33].[Cl-:31].[F:1][c:2]1[cH:3][cH:4][c:5]([S:8](=[O:9])(=[O:10])[c:11]2[c:12]([O:23][S:24]([C:25]([F:26])([F:27])[F:28])(=[O:29])=[O:30])[cH:13][c:14]3[c:15]([cH:22]2)[CH2:16][CH2:17][N:18]([CH3:21])[CH2:19][CH2:20]3)[cH:6][cH:7]1.[O:34]1[CH2:35][CH2:36][CH2:37][CH2:38]1.[cH:39]1[cH:40][cH:41][c:42]([P:43]([Pd:44]([P:45]([c:46]2[cH:47][cH:48][cH:49][cH:50][cH:51]2)([c:52]2[cH:53][cH:54][cH:55][cH:56][cH:57]2)[c:58]2[cH:59][cH:60][cH:61][cH:62][cH:63]2)([P:64]([c:65]2[cH:66][cH:67][cH:68][cH:69][cH:70]2)([c:71]2[cH:72][cH:73][cH:74][cH:75][cH:76]2)[c:77]2[cH:78][cH:79][cH:80][cH:81][cH:82]2)[P:83]([c:84]2[cH:85][cH:86][cH:87][cH:88][cH:89]2)([c:90]2[cH:91][cH:92][cH:93][cH:94][cH:95]2)[c:96]2[cH:97][cH:98][cH:99][cH:100][cH:101]2)([c:102]2[cH:103][cH:104][cH:105][cH:106][cH:107]2)[c:108]2[cH:109][cH:110][cH:111][cH:112][cH:113]2)[cH:114][cH:115]1>>[F:1][c:2]1[cH:3][cH:4][c:5]([S:8](=[O:9])(=[O:10])[c:11]2[c:12]([CH3:32])[cH:13][c:14]3[c:15]([cH:22]2)[CH2:16][CH2:17][N:18]([CH3:21])[CH2:19][CH2:20]3)[cH:6][cH:7]1.